From a dataset of the Open Reaction Database (ORD), a public repository of structured organic reaction records. describe an organic reaction: reactants, conditions, products, and yield Starting materials: C(#N)C=1C=C(C(=O)O)C=C(C1OC)C1CCC1 (3-cyano-5-cyclobutyl-4-methoxybenzoic acid), C1(=CC=CC=C1)C (toluene), S(=O)(Cl)Cl (thionyl chloride). Solvent: CN(C=O)C (N,N-dimethylformamide). Conditions: temperature 60 celsius, time 3 hour. Yields the product C(#N)C=1C=C(C(=O)Cl)C=C(C1OC)C1CCC1 (3-cyano-5-cyclobutyl-4-methoxybenzoyl chloride). As a reaction SMILES: [C:1]([C:3]1[CH:4]=[C:5]([CH:9]=[C:10]([CH:14]2[CH2:17][CH2:16][CH2:15]2)[C:11]=1[O:12][CH3:13])[C:6](O)=[O:7])#[N:2].C1(C)C=CC=CC=1.S(Cl)([Cl:27])=O>CN(C)C=O>[C:1]([C:3]1[CH:4]=[C:5]([CH:9]=[C:10]([CH:14]2[CH2:17][CH2:16][CH2:15]2)[C:11]=1[O:12][CH3:13])[C:6]([Cl:27])=[O:7])#[N:2]. Reported procedure: To 3-cyano-5-cyclobutyl-4-methoxybenzoic acid (190 mg), toluene (2.0 mL), N,N-dimethylformamide (1 droplet) and thionyl chloride (0.07 mL) were added, and the mixture was stirred at 60° C. for 3 hours. The solvent was distilled off under reduced pressure and then azeotroped with toluene to obtain the title compound (204 mg) as a brown oily substance. Reactants: C(P(OCC=C)(OCC=C)=O)P(OCC=C)(OCC=C)=O (Tetraallyl Methylenebisphosphonate), [H-].[Na+] (NaH), [N+](=O)([O-])C1=CC=C(CBr)C=C1 (p-nitrobenzyl bromide), [NH4+].[Cl-] (NH4Cl). Run in CN(C)C=O (DMF), C1CCOC1 (THF), O (water). Conditions: time 1.5 hour. Yields the product [N+](=O)([O-])C1=CC=C(CC(P(OCC=C)(OCC=C)=O)P(OCC=C)(OCC=C)=O)C=C1 (Tetraallyl 1-(4-nitrobenzyl)methylenebisphosphonate). Yield: 39.2%. Reaction SMILES: [CH2:1]([P:12](=[O:21])([O:17][CH2:18][CH:19]=[CH2:20])[O:13][CH2:14][CH:15]=[CH2:16])[P:2](=[O:11])([O:7][CH2:8][CH:9]=[CH2:10])[O:3][CH2:4][CH:5]=[CH2:6].[H-].[Na+].[N+:24]([C:27]1[CH:34]=[CH:33][C:30]([CH2:31]Br)=[CH:29][CH:28]=1)([O-:26])=[O:25].[NH4+].[Cl-]>CN(C=O)C.C1COCC1.O>[N+:24]([C:27]1[CH:34]=[CH:33][C:30]([CH2:31][CH:1]([P:2](=[O:11])([O:7][CH2:8][CH:9]=[CH2:10])[O:3][CH2:4][CH:5]=[CH2:6])[P:12](=[O:21])([O:13][CH2:14][CH:15]=[CH2:16])[O:17][CH2:18][CH:19]=[CH2:20])=[CH:29][CH:28]=1)([O-:26])=[O:25] |f:1.2,4.5|. Reported procedure: To a solution of bisphosphonate 23 (8.02 g, 23.9 mmol) in DMF (24 mL) was added NaH (60% dispersion in mineral oil, 954 mg, 23.9 mmol) portionwise and the solution was stirred for 1.5 h at room temperature. A solution of p-nitrobenzyl bromide (7.75 g, 35.9 mmol) in THF (32 mL) was added and the mixture was stirred for 3 h at room temperature. It was then poured into a mixture of saturated aqueous NH4Cl solution and water and extracted with CH2Cl2 (3×). The combined organic layers were washed wit... RXN SMILES: [CH2:1]([C:3](=[CH:7][CH:8]=[CH:9][C:10]1[CH:15]=[CH:14][C:13]2[O:16][CH2:17][O:18][C:12]=2[CH:11]=1)[CH2:4][CH2:5]Br)[CH3:2].[I-:19].[Na+]>CC(C)=O>[CH2:1]([C:3](=[CH:7][CH:8]=[CH:9][C:10]1[CH:15]=[CH:14][C:13]2[O:16][CH2:17][O:18][C:12]=2[CH:11]=1)[CH2:4][CH2:5][I:19])[CH3:2] |f:1.2|. Reactants: C(C)C(CCBr)=CC=CC1=CC2=C(C=C1)OCO2 (3-ethyl-6-(3,4-methylenedioxyphenyl)-3,5-hexadienyl bromide), [I-].[Na+] (sodium iodide). Procedure: D11. 3-Ethyl-6-(3,4-methylenedioxyphenyl)-3,5-hexadienyl iodide [IX; Ar is 3,4-methylenedioxyphenyl, R is C2H5 ] was prepared from 10 g. of 3-ethyl-6-(3,4-methylenedioxyphenyl)-3,5-hexadienyl bromide (Preparation C10) and 6 g. of sodium iodide in 120 ml. of acetone, to give 10.5 g. of product as an oil. The solvent is CC(=O)C (acetone). The product is C(C)C(CCI)=CC=CC1=CC2=C(C=C1)OCO2 (3-Ethyl-6-(3,4-methylenedioxyphenyl)-3,5-hexadienyl iodide). Reactants: ClC1=CC=C(C=C1)C1=CC2=C(C(NC=C2)=O)S1 (2-(4-chloro-phenyl)-6H-thieno[2,3-c]pyridin-7-one), CNCCNC (N,N′-dimethylethylenediamine), Cl (HCl), BrC=1C=CC(=NC1)N1C[C@H](CC1)N(C)C ([(S)-1-(5-bromo-pyridin-2-yl)-pyrrolidin-3-yl]-dimethyl-amine), C(=O)([O-])[O-].[Cs+].[Cs+] (Cs2CO3). The reagents and catalysts are [Cu]I (CuI). Run in CCO (EtOH), C(Cl)Cl (CH2Cl2), CCOC(=O)C (EtOAc), O1CCOCC1 (dioxane). Conditions: temperature 100 celsius, time 8 hour. Product: Cl.ClC1=CC=C(C=C1)C1=CC2=C(C(N(C=C2)C=2C=NC(=CC2)N2C[C@H](CC2)N(C)C)=O)S1 (2-(4-Chloro-phenyl)-6-[6-((S)-3-dimethylamino-pyrrolidin-1-yl)-pyridin-3-yl]-6H-thieno[2,3-c]pyridin-7-one, hydrochloride). The yield is 116.4%. Reaction SMILES: [Cl:1][C:2]1[CH:7]=[CH:6][C:5]([C:8]2[S:17][C:11]3[C:12](=[O:16])[NH:13][CH:14]=[CH:15][C:10]=3[CH:9]=2)=[CH:4][CH:3]=1.Br[C:19]1[CH:20]=[CH:21][C:22]([N:25]2[CH2:29][CH2:28][C@H:27]([N:30]([CH3:32])[CH3:31])[CH2:26]2)=[N:23][CH:24]=1.C([O-])([O-])=O.[Cs+].[Cs+].CNCCNC.Cl>O1CCOCC1.CCOC(C)=O.C(Cl)Cl.CCO.[Cu]I>[ClH:1].[Cl:1][C:2]1[CH:3]=[CH:4][C:5]([C:8]2[S:17][C:11]3[C:12](=[O:16])[N:13]([C:19]4[CH:24]=[N:23][C:22]([N:25]5[CH2:29][CH2:28][C@H:27]([N:30]([CH3:32])[CH3:31])[CH2:26]5)=[CH:21][CH:20]=4)[CH:14]=[CH:15][C:10]=3[CH:9]=2)=[CH:6][CH:7]=1 |f:2.3.4,12.13|. Reported procedure: Combine 2-(4-chloro-phenyl)-6H-thieno[2,3-c]pyridin-7-one (0.2575 g, 0.98 mmol), [(S)-1-(5-bromo-pyridin-2-yl)-pyrrolidin-3-yl]-dimethyl-amine (Goodfellow, V.; et. al. US 2005012853) (0.3184 g, 1.18 mmol), and Cs2CO3 (0.64 g, 1.96 mmol) in dioxane (25 mL). Degass the suspension by purging with nitrogen for 5 min. Add CuI (37 mg, 0.20 mmol) and N,N′-dimethylethylenediamine (35 mg). Stir the reaction mixture at 100° C. overnight. Cool to RT and dilute with EtOAc (100 mL). Wash with a solution of H...